From a dataset of the Open Reaction Database (ORD), a public repository of structured organic reaction records. describe an organic reaction: reactants, conditions, products, and yield Starting materials: C(C1CC(=O)NC(=O)N1)(=O)[O-] (dihydroorotate), CCC(CC)COC(C1=CC=CC=C1)(C2=CC=CC=C2)C(=O)N(C)CC[NH+](C)C.[Cl-] (X-100), C(C1CC(=O)NC(=O)N1)(=O)[O-] (dihydroorotate), C1=CC(=O)C=CC1=NC2=CC(=C(C(=C2)Cl)O)Cl (2,6-dichloroindophenol), [Cl-].[K+] (KCl). Run in C(C(CO)(CO)N)O.Cl (TrisHCl). Yields the product O1CC(=C(C1)C(=O)O)C(=O)O (2,5-dihydro furan 3,4-dicarboxylic acid). Reaction SMILES: [C:1]([O-:11])(=[O:10])[CH:2]1NC(=O)N[C:4](=[O:5])[CH2:3]1.C1C(=NC2C=C(Cl)C(O)=C(Cl)C=2)C=CC(=[O:15])C=1.[Cl-].[K+].CCC([CH2:36][O:37][C:38](C(N(CC[NH+](C)C)C)=O)(C1C=CC=CC=1)C1C=CC=CC=1)CC.[Cl-]>C(O)C(N)(CO)CO.Cl>[O:37]1[CH2:38][C:3]([C:4]([OH:5])=[O:15])=[C:2]([C:1]([OH:11])=[O:10])[CH2:36]1 |f:2.3,4.5,6.7|. Procedure details: The standard assay mixture contained 50 μM decyclo ubichinone, 100 μM dihydroorotate, 60 μM 2,6-dichloroindophenol, as well as 20 mU DHODH. The volume activity of the recombinant enzyme used was 30 U/ml. Measurements were conducted in 50 mM TrisHCl (150 mM KCl, 0,1% Triton X-100, pH. 8,0) at 30° C. in a final volume of 1 ml. The components were mixed, and the reaction was started by adding dihydroorotate. The course of reaction was followed by spectrophotometrically measuring the decrease in abs... Starting materials: CCOC(C)=O, ClCCl, N#CC1(c2ccc(OCCCN3CCCC3)cc2)CCOCC1, [Na+], O=C([O-])O, O, CCOP([O-])(=S)SCC. Yields the product NC(=S)C1(c2ccc(OCCCN3CCCC3)cc2)CCOCC1. Reaction SMILES: [CH3:42][CH2:43][O:44][C:45](=[O:46])[CH3:47].[Cl:38][CH2:39][Cl:40].[N:1]1([CH2:6][CH2:7][CH2:8][O:9][c:10]2[cH:11][cH:12][c:13]([C:16]3([C:22]#[N:23])[CH2:17][CH2:18][O:19][CH2:20][CH2:21]3)[cH:14][cH:15]2)[CH2:2][CH2:3][CH2:4][CH2:5]1.[Na+:37].[O-:33][C:34]([OH:35])=[O:36].[OH2:41].[P:24](=[S:25])([O-:26])([O:27][CH2:28][CH3:29])[S:30][CH2:31][CH3:32]>>[N:1]1([CH2:6][CH2:7][CH2:8][O:9][c:10]2[cH:11][cH:12][c:13]([C:16]3([C:22]([NH2:23])=[S:25])[CH2:17][CH2:18][O:19][CH2:20][CH2:21]3)[cH:14][cH:15]2)[CH2:2][CH2:3][CH2:4][CH2:5]1. Reactants: C1CCOC1, O, Oc1ccccc1, COC(=O)Cc1ccc(O)cc1. The product is OCCc1ccc(O)cc1. As a reaction SMILES: [O:21]1[CH2:22][CH2:23][CH2:24][CH2:25]1.[OH2:20].[OH:13][c:14]1[cH:15][cH:16][cH:17][cH:18][cH:19]1.[OH:1][c:2]1[cH:3][cH:4][c:5]([CH2:8][C:9](=[O:10])[O:11][CH3:12])[cH:6][cH:7]1>>[OH:1][c:2]1[cH:3][cH:4][c:5]([CH2:8][CH2:9][OH:10])[cH:6][cH:7]1.